This data is from the Open Reaction Database (ORD), a public repository of structured organic reaction records. The task is: describe an organic reaction: reactants, conditions, products, and yield Starting materials: Cl (HCl), FC(C(C(=O)O)(C)O)(F)F (3,3,3-trifluoro-2-hydroxy-2-methyl propanoic acid), CC1=C(C=CC=C1)S(=O)(=O)C1=CC=C(C=C1)N (4-(2-Methylphenylsulfonyl)benzenamine), S(=O)(Cl)Cl (thionyl chloride). Solvent: CN(C(C)=O)C (N,N-dimethylacetamide). Conditions: time 1 hour. The product is CC1=C(C=CC=C1)S(=O)(=O)C1=CC=C(C=C1)NC(C(C(F)(F)F)(C)O)=O (N-[4-(2-Methylphenylsulfonyl)phenyl]-3,3,3,-trifluoro-2-hydroxy-2-methyl propanamide). The yield is 76.6%. As a reaction SMILES: [F:1][C:2]([F:10])([F:9])[C:3]([OH:8])([CH3:7])[C:4](O)=[O:5].S(Cl)(Cl)=O.[CH3:15][C:16]1[CH:21]=[CH:20][CH:19]=[CH:18][C:17]=1[S:22]([C:25]1[CH:30]=[CH:29][C:28]([NH2:31])=[CH:27][CH:26]=1)(=[O:24])=[O:23].Cl>CN(C)C(=O)C>[CH3:15][C:16]1[CH:21]=[CH:20][CH:19]=[CH:18][C:17]=1[S:22]([C:25]1[CH:26]=[CH:27][C:28]([NH:31][C:4](=[O:5])[C:3]([OH:8])([CH3:7])[C:2]([F:10])([F:9])[F:1])=[CH:29][CH:30]=1)(=[O:24])=[O:23]. Procedure: To a stirred, cooled (-15° C.) solution of 3,3,3-trifluoro-2-hydroxy-2-methyl propanoic acid (1.42 g, 9.0 mmol) in N,N-dimethylacetamide (13 mL) was rapidly added thionyl chloride (1.13 g, 9.5 mmol) and the mixture (a precipitate formed after a few minutes) stirred at -20° C. to -10° C. for 1 hour. 4-(2-Methylphenylsulfonyl)benzenamine (1.48 g, 6.0 mmol) was then added in one portion, washed in with 2 mL of N,N-dimethylacetamide and the mixture allowed to stir at room temperature overnight. The ... The reactants are BrC=1C=C2C(=NNC2=CC1)C (5-bromo-3-methyl-1H-indazole), F[B-](F)(F)F.C[O+](C)C (trimethyloxonium tetrafluoroborate), [OH-].[Na+] (sodium hydroxide). Run in C(C)(=O)OCC (ethyl acetate). Reaction conditions: time 5 hour. The product is BrC1=CC2=C(N(N=C2C=C1)C)C (5-bromo-2,3-dimethyl-2H-indazole). Yield: 80.5%. Reaction SMILES: [Br:1][C:2]1[CH:3]=[C:4]2[C:8](=[CH:9][CH:10]=1)[NH:7][N:6]=[C:5]2[CH3:11].F[B-](F)(F)F.[CH3:17][O+](C)C.[OH-].[Na+]>C(OCC)(=O)C>[Br:1][C:2]1[CH:10]=[CH:9][C:8]2[C:4](=[C:5]([CH3:11])[N:6]([CH3:17])[N:7]=2)[CH:3]=1 |f:1.2,3.4|. Procedure: To a solution of 5-bromo-3-methyl-1H-indazole (4.25 g) in ethyl acetate (100 ml) was added trimethyloxonium tetrafluoroborate (4.47 g) at room temperature, and the mixture was stirred at the same temperature for 5 hr. To the obtained reaction mixture was added 1 M aqueous sodium hydroxide solution, and the mixture was extracted with ethyl acetate. The organic layer was washed with saturated brine, dried over anhydrous magnesium sulfate, and concentrated under reduced pressure to give the title c...